This data is from the Open Reaction Database (ORD), a public repository of structured organic reaction records. The task is: describe an organic reaction: reactants, conditions, products, and yield Starting materials: COC1=CC2=C(C(=NS2)C)C=C1 (6-methoxy-3-methyl-benzo[d]isothiazole), methoxy, Br\C=C\CCBr ((E)-1,4-dibromobutene), C(C=C)NC (N-allyl-methyl-amine). Yields the product CC1=NSC2=C1C=CC(=C2)O (3-methyl-benzo[d]isothiazol-6-ol), BrC/C=C/COC1=CC2=C(C(=NS2)C)C=C1 ((E)-6-(4-bromo-but-2-enyloxy)-3-methyl-benzo[d]isothiazole), C(C=C)N(C\C=C\COC1=CC2=C(C(=NS2)C)C=C1)C ((E)-allyl-methyl-[4-(3-methyl-benzo[d]isothiazol-6-yloxy)-but-2-enyl]-amine). Reaction SMILES: [CH3:1][O:2][C:3]1[CH:12]=[CH:11][C:6]2[C:7]([CH3:10])=[N:8][S:9][C:5]=2[CH:4]=1.[Br:13]/[CH:14]=[CH:15]/[CH2:16][CH2:17]Br.[CH2:19]([NH:22][CH3:23])[CH:20]=[CH2:21]>>[CH3:10][C:7]1[C:6]2[CH:11]=[CH:12][C:3]([OH:2])=[CH:4][C:5]=2[S:9][N:8]=1.[Br:13][CH2:14]/[CH:15]=[CH:16]/[CH2:1][O:2][C:3]1[CH:12]=[CH:11][C:6]2[C:7]([CH3:10])=[N:8][S:9][C:5]=2[CH:4]=1.[CH2:15]([N:22]([CH3:23])[CH2:19]/[CH:20]=[CH:21]/[CH2:1][O:2][C:3]1[CH:12]=[CH:11][C:6]2[C:7]([CH3:10])=[N:8][S:9][C:5]=2[CH:4]=1)[CH:16]=[CH2:17]. Reported procedure: from 6-methoxy-3-methyl-benzo[d]isothiazole (intermediate in Ex. 2d), after cleavage of the methoxy protecting group, reaction with (E)-1,4-dibromobutene and N-allyl-methyl-amine and salt formation, via 3-methyl-benzo[d]isothiazol-6-ol and via (E)-6-(4-bromo-but-2-enyloxy)-3-methyl-benzo[d]isothiazole there is obtained (E)-allyl-methyl-[4-(3-methyl-benzo[d]isothiazol-6-yloxy)-but-2-enyl]-amine.fumarate (1:1), MS: m/e 289 (M+H+), Reactants: Nc1cc(Br)cc2[nH]ncc12, C1COCCO1, CC1(C)OB(c2cccc3[nH]ccc23)OC1(C)C, ClCCl, [Na+], [Na+], O=C([O-])[O-], O. The product is Nc1cc(-c2cccc3[nH]ccc23)cc2[nH]ncc12. RXN SMILES: [Br:1][c:2]1[cH:3][c:4]([NH2:11])[c:5]2[cH:6][n:7][nH:8][c:9]2[cH:10]1.[CH2:36]1[O:37][CH2:38][CH2:39][O:40][CH2:41]1.[CH3:12][C:13]1([CH3:14])[C:15]([CH3:16])([CH3:17])[O:18][B:19]([c:20]2[c:21]3[cH:22][cH:23][nH:24][c:25]3[cH:26][cH:27][cH:28]2)[O:29]1.[Cl:43][CH2:44][Cl:45].[Na+:30].[Na+:31].[O-:32][C:33](=[O:34])[O-:35].[OH2:42]>>[c:2]1(-[c:20]2[c:21]3[cH:22][cH:23][nH:24][c:25]3[cH:26][cH:27][cH:28]2)[cH:3][c:4]([NH2:11])[c:5]2[cH:6][n:7][nH:8][c:9]2[cH:10]1. The reactants are O=C(O)c1ccc([N+](=O)[O-])s1, CCOC(=O)c1cccc(N)c1. Reagents/catalysts: C1CCC(CC1)N=C=NC2CCCCC2 (DCC), CN1CCOCC1 (NMM), C1=CC=C2C(=C1)C(=O)N(C2=O)O (N-Hydroxyphthalimide). Run in CN(C)C=O (DMF), CN(C)C=O (DMF), CN(C)C=O (DMF), CN(C)C=O (DMF), CN(C)C=O (DMF), CN(C)C=O (DMF). Reaction conditions: temperature 25 celsius, time 2 hour. The product is CCOC(=O)c1cccc(NC(=O)c2ccc([N+](=O)[O-])s2)c1. Yield: 79.0%. Reaction SMILES: CCOC(=O)c1cccc(N)c1.O=C(O)c1ccc([N+](=O)[O-])s1.C1CCC(CC1)N=C=NC2CCCCC2.C1=CC=C2C(=C1)C(=O)N(C2=O)O.CN1CCOCC1.CN(C)C=O>>CCOC(=O)c1cccc(NC(=O)c2ccc([N+](=O)[O-])s2)c1. The reactants are CN1C(C=CC2=CC=CC=C12)=S (1-methylquinolin-2-thione), C1(=CC=C(C=C1)S(=O)(=O)OC)C (methyl p-toluenesulfonate). Reaction conditions: temperature 130 celsius. Product: C1(=CC=C(C=C1)S(=O)(=O)[O-])C.C[N+]1=C(C=CC2=CC=CC=C12)SC (1-methyl-2-methylthioquinolinium p-toluenesulfonate). The yield is 193.6%. RXN SMILES: [CH3:1][N:2]1[C:11]2[C:6](=[CH:7][CH:8]=[CH:9][CH:10]=2)[CH:5]=[CH:4][C:3]1=[S:12].[C:13]1([CH3:24])[CH:18]=[CH:17][C:16]([S:19]([O:22]C)(=[O:21])=[O:20])=[CH:15][CH:14]=1>>[C:13]1([CH3:24])[CH:14]=[CH:15][C:16]([S:19]([O-:22])(=[O:20])=[O:21])=[CH:17][CH:18]=1.[CH3:1][N+:2]1[C:11]2[C:6](=[CH:7][CH:8]=[CH:9][CH:10]=2)[CH:5]=[CH:4][C:3]=1[S:12][CH3:13] |f:2.3|. Procedure details: A mixture of 1-methylquinolin-2-thione (175 mg, 1.0 mmol) and methyl p-toluenesulfonate (186 mg, 1.0 mmol) was heated at 130° C. After 30 min the resulting solid was cooled, crushed, triturated with Et2O (4×1 mL) and dried under high vacuum to give the title compound (0.35 g, 97%) as a white solid. 1H-NMR (DMSO-d6): δ 8.96 (1H, d), 8.46 (1H, d), 8.35 (1H, dd), 8.16 (1H, m), 8.08 (1H, d), 7.91 (1H, m), 7.47 (2H, d), 7.10 (2H, d), 4.40 (3H, s), 3.02 (3H, s), 2.28 (3H, s) Starting materials: FC(C1=CC=C(C=O)C=C1)(F)F (4-trifluoromethylbenzaldehyde), CCCCCCC (heptane), [OH-].[Na+] (sodium hydroxide), P(O)(O)(O)=O (phosphoric acid), resultant mixture. The reagents and catalysts are [Cl-].C[NH2+]CCCCCCCC\C=C/CCCCCCCC(CCO)CCO (methyl bis(hydroxyethyl)oleylammonium chloride). The solvent is O (water), CC(=O)C (Acetone), C(C)(C)O (isopropyl alcohol). Conditions: temperature 42 celsius. Yields the product FC(C1=CC=C(C=C1)C=CC(C=CC1=CC=C(C=C1)C(F)(F)F)=O)(F)F (1,5-bis(α,α,α-trifluoro-p-tolyl)-1,4-pentadien-3-one). RXN SMILES: [F:1][C:2]([F:12])([F:11])[C:3]1[CH:10]=[CH:9][C:6]([CH:7]=O)=[CH:5][CH:4]=1.[CH3:13][CH2:14][CH2:15][CH2:16][CH2:17][CH2:18][CH3:19].[OH-:20].[Na+].P(=O)(O)(O)O>[Cl-].C[NH2+]CCCCCCCC/C=C\CCCCCCCC(CCO)CCO.C(O)(C)C.CC(C)=O.O>[F:1][C:2]([F:12])([F:11])[C:3]1[CH:10]=[CH:9][C:6]([CH:7]=[CH:13][C:14](=[O:20])[CH:15]=[CH:16][C:17]2[CH:5]=[CH:4][C:3]([C:2]([F:12])([F:11])[F:1])=[CH:19][CH:18]=2)=[CH:5][CH:4]=1 |f:2.3,5.6|. Reported procedure: A mixture of 4-trifluoromethylbenzaldehyde (8.4 kg), heptane (12.1 L), water (5.23 L), 50% sodium hydroxide (0.384 kg) and methyl bis(hydroxyethyl)oleylammonium chloride (0.213 kg) is stirred under a nitrogen atmosphere and heated to 40° C. to 45° C. Acetone (1.44 kg) is added to the above mixture over 2.3 hours. The resulting slurry is stirred and heated at 42° C. for two hours and then 85% phosphoric acid (1.36 kg) is added followed by isopropyl alcohol (8.97 L). The resultant mixture is heate... The reactants are CS(=O)C (DMSO), CC(C)(C)[O-].[K+] (KOtBu), C(CO)O (ethylene glycol), C(C)(C)(C)OC(=O)N1CCC(CC1)C1=NC=NC2=CC(=CC=C12)F (4-(7-fluoro-quinazolin-4-yl)-piperidine-1-carboxylic acid tert-butyl ester). The solvent is C(=O)(O)[O-].[Na+] (NaHCO3). Run at time 3.5 hour. Product: C(C)(C)(C)OC(=O)N1CCC(CC1)C1=NC=NC2=CC(=CC=C12)OCCO (4-[7-(2-Hydroxy-ethoxy)-quinazolin-4-yl]-piperidine-1-carboxylic acid tert-butyl ester). The yield is 80.8%. RXN SMILES: CC([O-])(C)C.[K+].[CH2:7]([OH:10])[CH2:8][OH:9].[C:11]([O:15][C:16]([N:18]1[CH2:23][CH2:22][CH:21]([C:24]2[C:33]3[C:28](=[CH:29][C:30](F)=[CH:31][CH:32]=3)[N:27]=[CH:26][N:25]=2)[CH2:20][CH2:19]1)=[O:17])([CH3:14])([CH3:13])[CH3:12].CS(C)=O>C([O-])(O)=O.[Na+]>[C:11]([O:15][C:16]([N:18]1[CH2:23][CH2:22][CH:21]([C:24]2[C:33]3[C:28](=[CH:29][C:30]([O:9][CH2:8][CH2:7][OH:10])=[CH:31][CH:32]=3)[N:27]=[CH:26][N:25]=2)[CH2:20][CH2:19]1)=[O:17])([CH3:14])([CH3:12])[CH3:13] |f:0.1,5.6|. Reported procedure: KOtBu (1.17 g, 10.4 mmol) was added to ethylene glycol (10 mL, 179 mmol) to provide a homogeneous solution. 4-(7-fluoro-quinazolin-4-yl)-piperidine-1-carboxylic acid tert-butyl ester (2.61 g, 7.89 mmol), as prepared in Example 65b, was added, and the opaque white slurry was stirred at rt for 3.5 hr. DMSO (5 mL) was then added, and the mixture stirred at 110° C. for 20 min at which point it became a homogeneous solution. The reaction was then stirred at rt overnight, at which point it became a tr... Reaction SMILES: [F:1][C:2]1[CH:3]=[C:4]2[C:14](=[CH:15][C:16]=1[F:17])[C:8]1([CH2:13][CH2:12][O:11][CH2:10][CH2:9]1)[C:7](=[O:18])[C:6]([C:19]([NH:21][CH2:22][C:23]([O:25]C(C)(C)C)=[O:24])=[O:20])=[C:5]2[OH:30]>C(O)(C(F)(F)F)=O>[F:1][C:2]1[CH:3]=[C:4]2[C:14](=[CH:15][C:16]=1[F:17])[C:8]1([CH2:13][CH2:12][O:11][CH2:10][CH2:9]1)[C:7](=[O:18])[C:6]([C:19]([NH:21][CH2:22][C:23]([OH:25])=[O:24])=[O:20])=[C:5]2[OH:30]. The product is FC=1C=C2C(=C(C(C3(CCOCC3)C2=CC1F)=O)C(=O)NCC(=O)O)O (N-((6,7-Difluoro-4-hydroxy-2-oxo-2′,3′,5′,6′-tetrahydro-spiro[naphthalene-1,4′-pyran]-3-yl)carbonyl)glycine). Yield: 87.2%. Starting materials: FC=1C=C2C(=C(C(C3(CCOCC3)C2=CC1F)=O)C(=O)NCC(=O)OC(C)(C)C)O (1,1-Dimethylethyl N-((6,7-difluoro-4-hydroxy-2-oxo-2′,3′,5′,6′-tetrahydro-spiro[naphthalene-1,4′-pyran]-3-yl)carbonyl)glycinate). Procedure details: 1,1-Dimethylethyl N-((6,7-difluoro-4-hydroxy-2-oxo-2′,3′,5′,6′-tetrahydro-spiro[naphthalene-1,4′-pyran]-3-yl)carbonyl)glycinate (152 mg, 359 μmol) was dissolved in TFA at ambient temperature for 30 minutes and then concentrated, precipitated with hexanes, filtered, washed with hexanes, and dried in a vacuum oven to give the title compound (115 mg) as a white solid. MS (m/z)=368 (M+H)+. Calculated for C17H15F2NO6 367.09. Solvent: C(=O)(C(F)(F)F)O (TFA). The reactants are [Na+].CC1=C(C(=C(C=C1)P([O-])(=O)C(C1=CC=CC=C1)=O)C)C (Trimethylbenzoylphenylphosphinic acid sodium salt), S(O)(O)(=O)=O (sulfuric acid). The solvent is O (water). Conditions: time 1 hour. Yields the product CC1=C(C(=C(C=C1)P(O)(=O)C(C1=CC=CC=C1)=O)C)C (Trimethylbenzoylphenylphosphinic acid). As a reaction SMILES: [Na+].[CH3:2][C:3]1[CH:8]=[CH:7][C:6]([P:9]([C:12](=[O:19])[C:13]2[CH:18]=[CH:17][CH:16]=[CH:15][CH:14]=2)(=[O:11])[O-:10])=[C:5]([CH3:20])[C:4]=1[CH3:21].S(=O)(=O)(O)O>O>[CH3:2][C:3]1[CH:8]=[CH:7][C:6]([P:9]([C:12](=[O:19])[C:13]2[CH:14]=[CH:15][CH:16]=[CH:17][CH:18]=2)(=[O:10])[OH:11])=[C:5]([CH3:20])[C:4]=1[CH3:21] |f:0.1|. Procedure details: 401.55 g of the sodium salt from Example 1 were dissolved in 1500 ml of water acidified to pH 1 with 1300 ml of 0.5 molar sulfuric acid. After 1 hour, the crystal batch which had precipitated was filtered off with suction, washed twice with 700 ml of water each time and sucked dry. The filter cake was dried azeotropically with 1500 ml of toluene in a water separator. The clear, pale-yellow toluene solution was evaporated at 50° C., and the acid was recrystallized from 2150 ml of ethyl acetate. T... Starting materials: C(#C)C=1C=CC2=C(N=C(O2)CN2CCCC2)C1 (5-ethynyl-2-pyrrolidin-1-ylmethyl-benzoxazole), BrC1=NC2=CC=C(C=C2C=C1)C1=CC=C(C=C1)Cl (2-bromo-6-(4-chloro-phenyl)-quinoline). Yields the product ClC1=CC=C(C=C1)C=1C=C2C=CC(=NC2=CC1)C#CC=1C=CC2=C(N=C(O2)CN2CCCC2)C1 (6-(4-chloro-phenyl)-2-(2-pyrrolidin-1-ylmethyl-benzoxazol-5-ylethynyl)-quinoline). As a reaction SMILES: [C:1]([C:3]1[CH:4]=[CH:5][C:6]2[O:10][C:9]([CH2:11][N:12]3[CH2:16][CH2:15][CH2:14][CH2:13]3)=[N:8][C:7]=2[CH:17]=1)#[CH:2].Br[C:19]1[CH:28]=[CH:27][C:26]2[C:21](=[CH:22][CH:23]=[C:24]([C:29]3[CH:34]=[CH:33][C:32]([Cl:35])=[CH:31][CH:30]=3)[CH:25]=2)[N:20]=1>>[Cl:35][C:32]1[CH:31]=[CH:30][C:29]([C:24]2[CH:25]=[C:26]3[C:21](=[CH:22][CH:23]=2)[N:20]=[C:19]([C:2]#[C:1][C:3]2[CH:4]=[CH:5][C:6]4[O:10][C:9]([CH2:11][N:12]5[CH2:16][CH2:15][CH2:14][CH2:13]5)=[N:8][C:7]=4[CH:17]=2)[CH:28]=[CH:27]3)=[CH:34][CH:33]=1. Procedure details: Prepared analogously to Example 18d from 5-ethynyl-2-pyrrolidin-1-ylmethyl-benzoxazole and 2-bromo-6-(4-chloro-phenyl)-quinoline. Starting materials: CC(C[C@@H](C(=O)N1CCN(CC1)C1=NC=CC=N1)NC(=O)[C@@H]1[C@H](O1)C(=O)OCC)C (ethyl (2S,3S)-3-[(s)-3-methyl-1-{4-(2-pyrimidinyl)piperazine-1-yl carbonyl}-butylcarbamoyl]oxirane-2-carboxylate), [OH-].[Na+] (sodium hydroxide). Product: CC(C[C@@H](C(=O)N1CCN(CC1)C1=NC=CC=N1)NC(=O)[C@@H]1[C@H](O1)C(=O)[O-])C.[Na+] (sodium (2S,3S)-3-[(s)-3-methyl-1-{4-(2-pyrimidinyl)piperazine-1-yl carbonyl}butylcarbamoyl]-oxirane-2-carboxylate). Reaction SMILES: [CH3:1][CH:2]([CH3:30])[CH2:3][C@H:4]([NH:19][C:20]([C@H:22]1[O:24][C@@H:23]1[C:25]([O:27]CC)=[O:26])=[O:21])[C:5]([N:7]1[CH2:12][CH2:11][N:10]([C:13]2[N:18]=[CH:17][CH:16]=[CH:15][N:14]=2)[CH2:9][CH2:8]1)=[O:6].[OH-].[Na+:32]>>[CH3:1][CH:2]([CH3:30])[CH2:3][C@H:4]([NH:19][C:20]([C@H:22]1[O:24][C@@H:23]1[C:25]([O-:27])=[O:26])=[O:21])[C:5]([N:7]1[CH2:12][CH2:11][N:10]([C:13]2[N:14]=[CH:15][CH:16]=[CH:17][N:18]=2)[CH2:9][CH2:8]1)=[O:6].[Na+:32] |f:1.2,3.4|. Procedure details: In a manner similar to Example 9, ethyl (2S,3S)-3-[(s)-3-methyl-1-{4-(2-pyrimidinyl)piperazine-1-yl carbonyl}-butylcarbamoyl]oxirane-2-carboxylate was hydrolyzed with sodium hydroxide to yield sodium (2S,3S)-3-[(s)-3-methyl-1-{4-(2-pyrimidinyl)piperazine-1-yl carbonyl}butylcarbamoyl]-oxirane-2-carboxylate.